Dataset: the Open Reaction Database (ORD), a public repository of structured organic reaction records. Task: describe an organic reaction: reactants, conditions, products, and yield The reactants are c1cc(OCC2CO2)c2cc[nH]c2c1, CCCOc1ccc2cc(C3(O)CCNCC3)ccc2c1. Product: CCCOc1ccc2cc(C3(O)CCN(CC(O)COc4cccc5[nH]ccc45)CC3)ccc2c1. Reaction SMILES: [O:1]1[CH:2]([CH2:4][O:5][c:6]2[c:7]3[cH:8][cH:9][nH:10][c:11]3[cH:12][cH:13][cH:14]2)[CH2:3]1.[OH:15][C:16]1([c:22]2[cH:23][c:24]3[cH:25][cH:26][c:27]([O:32][CH2:33][CH2:34][CH3:35])[cH:28][c:29]3[cH:30][cH:31]2)[CH2:17][CH2:18][NH:19][CH2:20][CH2:21]1>>[OH:1][CH:2]([CH2:3][N:19]1[CH2:18][CH2:17][C:16]([OH:15])([c:22]2[cH:23][c:24]3[cH:25][cH:26][c:27]([O:32][CH2:33][CH2:34][CH3:35])[cH:28][c:29]3[cH:30][cH:31]2)[CH2:21][CH2:20]1)[CH2:4][O:5][c:6]1[c:7]2[cH:8][cH:9][nH:10][c:11]2[cH:12][cH:13][cH:14]1. Starting materials: NC1=CC=C(C=C1)C(C)=O (p-aminoacetophenone), [N+](=O)([O-])N=C1NCCN1 (nitroiminoimidazolidine), saturated saline solution, C(OCC)([O-])[O-] (ethyl orthoformate), CN1C(N(CC1)C)=O (1,3-dimethyl-2-imidazolidinone). The reagents and catalysts are S(O)(O)(=O)=O (sulfuric acid). Solvent: C(C)(=O)OCC (ethyl acetate). Conditions: temperature 140 celsius, time 10 minute. Product: CC(=O)C1=CC=C(C=C1)N=CN1C(NCC1)=N[N+](=O)[O-] (1-(4-methylcarbonyl-phenyliminomethyl)-2-nitroiminoimidazolidine). The yield is 53.0%. As a reaction SMILES: [NH2:1][C:2]1[CH:7]=[CH:6][C:5]([C:8](=[O:10])[CH3:9])=[CH:4][CH:3]=1.C([O-])([O-])O[CH2:13][CH3:14].CN1CCN(C)C1=O.[N+:25]([N:28]=[C:29]1[NH:33]C[CH2:31][NH:30]1)([O-:27])=[O:26]>S(=O)(=O)(O)O.C(OCC)(=O)C>[CH3:9][C:8]([C:5]1[CH:6]=[CH:7][C:2]([N:1]=[CH:31][N:30]2[CH2:14][CH2:13][NH:33][C:29]2=[N:28][N+:25]([O-:27])=[O:26])=[CH:3][CH:4]=1)=[O:10]. Procedure: A mixture of 5.0 g of p-aminoacetophenone. 6.6 g of ethyl orthoformate, 5 ml of 1,3-dimethyl-2-imidazolidinone and 0.03 g of concentrated sulfuric acid was placed in a reactor equipped with Dean's stark tube and agitated at 140° C. for about 10 minutes, followed by further addition of 5.8 g of nitroiminoimidazolidine and agitation at 160° C. for 1 hour. The reaction mixture was poured into 200 ml of a saturated saline solution, to which 150 ml of ethyl acetate was added. The resultant crystals w... Starting materials: FC1=CC=C(C=C1)C(CCCCCC(=O)OC)C1=C(C(=C(C=2CCCCC12)C)C)OC (methyl 7-(4-fluorophenyl)-7-(2-methoxy-3,4-dimethyl-5,6,7,8-tetrahydronaphthyl)heptanoate), [Cr](=O)(=O)([O-])Cl.[NH+]1=CC=CC=C1 (pyridinium chlorochromate). The solvent is C1=CC=CC=C1 (benzene). Product: FC1=CC=C(C=C1)C(CCCCCC(=O)OC)C1=C2CCCC(C2=C(C(=C1OC)C)C)=O (methyl 7-(4-fluorophenyl)-7-(6-methoxy-7,8-dimethyl-1-oxo-1,2,3,4-tetrahydro-5naphthyl)-heptanoate). Yield: 53.3%. RXN SMILES: [F:1][C:2]1[CH:7]=[CH:6][C:5]([CH:8]([C:18]2[C:27]3[CH2:26][CH2:25][CH2:24][CH2:23][C:22]=3[C:21]([CH3:28])=[C:20]([CH3:29])[C:19]=2[O:30][CH3:31])[CH2:9][CH2:10][CH2:11][CH2:12][CH2:13][C:14]([O:16][CH3:17])=[O:15])=[CH:4][CH:3]=1.[Cr](Cl)([O-])(=O)=[O:33].[NH+]1C=CC=CC=1>C1C=CC=CC=1>[F:1][C:2]1[CH:7]=[CH:6][C:5]([CH:8]([C:18]2[C:19]([O:30][CH3:31])=[C:20]([CH3:29])[C:21]([CH3:28])=[C:22]3[C:27]=2[CH2:26][CH2:25][CH2:24][C:23]3=[O:33])[CH2:9][CH2:10][CH2:11][CH2:12][CH2:13][C:14]([O:16][CH3:17])=[O:15])=[CH:4][CH:3]=1 |f:1.2|. Procedure: To a solution of methyl 7-(4-fluorophenyl)-7-(2-methoxy-3,4-dimethyl-5,6,7,8-tetrahydronaphthyl)heptanoate (0.4 g) in benzene (12 ml) was added a mixture of pyridinium chlorochromate (1 g) and cerite (1.8 g) and the mixture was refluxed for 5 hours. After cooling, insoluble materials were filtered off and the filtrate was washed with water and saturated saline and dried with anhydrous magnesium sulfate. The solvent was distilled off under reduced pressure and the residue was subjected to silica ... The reactants are CCOC(=O)C1CCCN(CC2COc3ccccc3O2)C1, C1CCOC1, CC(C)[N-]C(C)C, CI, [Li+]. RXN SMILES: [CH2:1]([CH3:2])[O:3][C:4](=[O:5])[CH:6]1[CH2:7][N:8]([CH2:12][CH:13]2[CH2:14][O:15][c:16]3[c:17]([cH:19][cH:20][cH:21][cH:22]3)[O:18]2)[CH2:9][CH2:10][CH2:11]1.[CH2:33]1[O:34][CH2:35][CH2:36][CH2:37]1.[CH3:24][CH:25]([N-:26][CH:27]([CH3:28])[CH3:29])[CH3:30].[CH3:31][I:32].[Li+:23]>>[CH2:1]([CH3:2])[O:3][C:4](=[O:5])[C:6]1([CH3:24])[CH2:7][N:8]([CH2:12][CH:13]2[CH2:14][O:15][c:16]3[c:17]([cH:19][cH:20][cH:21][cH:22]3)[O:18]2)[CH2:9][CH2:10][CH2:11]1. Yields the product CCOC(=O)C1(C)CCCN(CC2COc3ccccc3O2)C1. Starting materials: NC1=C(C(=O)NNC(C2=CC=C(C=C2)OC)=O)C=CC=C1 (N-(2-amino-benzoyl)-N'-p-methoxy-benzoylhydrazine), C(=O)(Cl)Cl (phosgene). Solvent: Cl (hydrochloric acid). Yields the product COC1=CC=C(C(=O)NN2C(NC3=CC=CC=C3C2=O)=O)C=C1 (p-methoxy-3-benzoylamino(1H,3H)quinazoline-2,4-dione). Reaction SMILES: [NH2:1][C:2]1[CH:21]=[CH:20][CH:19]=[CH:18][C:3]=1[C:4]([NH:6][NH:7][C:8](=[O:17])[C:9]1[CH:14]=[CH:13][C:12]([O:15][CH3:16])=[CH:11][CH:10]=1)=[O:5].[C:22](Cl)(Cl)=[O:23]>Cl>[CH3:16][O:15][C:12]1[CH:13]=[CH:14][C:9]([C:8]([NH:7][N:6]2[C:4](=[O:5])[C:3]3[C:2](=[CH:21][CH:20]=[CH:19][CH:18]=3)[NH:1][C:22]2=[O:23])=[O:17])=[CH:10][CH:11]=1. Procedure: 28.5 g N-(2-amino-benzoyl)-N'-p-methoxy-benzoylhydrazine are dissolved in 800 cc 2N hydrochloric acid. A phosgene stream is passed through the solution, for a period of time of 1 hour. After purging the apparatus, the reaction product is suction filtered and washed with water. It is purified by recrystallization from isopropanol. M.P.=289° C. Starting materials: CN1C=CC2=CC=CC=C12 (1-methylindole), [Cl-].ClC1=C(C=[N+](C)C)C(=CC=C1)F ((2-chloro-6-fluoro-benzylidene)-dimethyl-ammonium chloride), ClC1=C(C=O)C(=CC=C1)F (2-chloro-6-fluoro-benzaldehyde), CNC (dimethylamine). The product is ClC1=C(C(=CC=C1)F)C(C1=CN(C2=CC=CC=C12)C)N(C)C ([(2-Chloro-6-fluoro-phenyl)-(1-methyl-1H-indol-3-yl)-methyl]-dimethyl-amine). RXN SMILES: [CH3:1][N:2]1[C:10]2[C:5](=[CH:6][CH:7]=[CH:8][CH:9]=2)[CH:4]=[CH:3]1.[Cl-].[Cl:12][C:13]1[CH:22]=[CH:21][CH:20]=[C:19]([F:23])[C:14]=1[CH:15]=[N+:16]([CH3:18])[CH3:17].ClC1C=CC=C(F)C=1C=O.CNC>>[Cl:12][C:13]1[CH:22]=[CH:21][CH:20]=[C:19]([F:23])[C:14]=1[CH:15]([N:16]([CH3:18])[CH3:17])[C:4]1[C:5]2[C:10](=[CH:9][CH:8]=[CH:7][CH:6]=2)[N:2]([CH3:1])[CH:3]=1 |f:1.2|. Procedure: The preparation was carried out in accordance with general synthesis instructions 4 from 1-methylindole and (2-chloro-6-fluoro-benzylidene)-dimethyl-ammonium chloride, which had been prepared in accordance with example 24 from 2-chloro-6-fluoro-benzaldehyde and dimethylamine.